From a dataset of the Open Reaction Database (ORD), a public repository of structured organic reaction records. describe an organic reaction: reactants, conditions, products, and yield Starting materials: C(C)(C)(C)OC(NCCC1CNCCC1)=O ((2-Piperidin-3-yl-ethyl)-carbamic acid tert-butyl ester), BrC1=CC(=C(C=C1)[N+](=O)[O-])F (4-Bromo-2-fluoronitrobenzene), C(C)(C)N(C(C)C)CC (N,N-diisopropylethylamine). Solvent: C(C)#N (ACN). The product is C(C)(C)(C)OC(NCCC1CN(CCC1)C1=C(C=CC(=C1)Br)[N+](=O)[O-])=O ({2-[1-(5-Bromo-2-nitro-phenyl)-piperidin-3-yl]-ethyl}-carbamic acid tert-butyl ester). RXN SMILES: [C:1]([O:5][C:6](=[O:16])[NH:7][CH2:8][CH2:9][CH:10]1[CH2:15][CH2:14][CH2:13][NH:12][CH2:11]1)([CH3:4])([CH3:3])[CH3:2].[Br:17][C:18]1[CH:23]=[CH:22][C:21]([N+:24]([O-:26])=[O:25])=[C:20](F)[CH:19]=1.C(N(CC)C(C)C)(C)C>C(#N)C>[C:1]([O:5][C:6](=[O:16])[NH:7][CH2:8][CH2:9][CH:10]1[CH2:15][CH2:14][CH2:13][N:12]([C:22]2[CH:23]=[C:18]([Br:17])[CH:19]=[CH:20][C:21]=2[N+:24]([O-:26])=[O:25])[CH2:11]1)([CH3:4])([CH3:2])[CH3:3]. Reported procedure: A solution of (2-Piperidin-3-yl-ethyl)-carbamic acid tert-butyl ester (0.087 mmol, 0.020 g) and 4-Bromo-2-fluoronitrobenzene (1.0 eq, 0.019 g), N,N-diisopropylethylamine (1.2 eq, 13.5 μL) in ACN (2 mL) was irradiated using microwave for 18 minutes at a temperature of 130° C. The solution was then cooled to room temperature and concentrated in vacuo to provide {2-[1-(5-Bromo-2-nitro-phenyl)-piperidin-3-yl]-ethyl}-carbamic acid tert-butyl ester. HPLC-MS RT=2.37 min, mass calculated for formula C18... The reactants are CCn1nccc1Oc1cc(Br)cnc1C#N, O=C([O-])[O-], [Cs+], [Cs+], CN(C)C=O, Sc1ccccn1. Product: CCn1nccc1Oc1cc(Sc2ccccn2)cnc1C#N. Reaction SMILES: [Br:1][c:2]1[cH:3][c:4]([O:10][c:11]2[cH:12][cH:13][n:14][n:15]2[CH2:16][CH3:17])[c:5]([C:8]#[N:9])[n:6][cH:7]1.[C:18](=[O:19])([O-:20])[O-:21].[Cs+:22].[Cs+:23].[O:31]=[CH:32][N:33]([CH3:34])[CH3:35].[n:24]1[c:25]([SH:30])[cH:26][cH:27][cH:28][cH:29]1>>[c:2]1([S:30][c:25]2[n:24][cH:29][cH:28][cH:27][cH:26]2)[cH:3][c:4]([O:10][c:11]2[cH:12][cH:13][n:14][n:15]2[CH2:16][CH3:17])[c:5]([C:8]#[N:9])[n:6][cH:7]1. The reactants are ClC(Cl)Cl, O=C1OC(=O)C(c2ccccc2)=C1Cl, NNc1ccccc1. Yields the product O=C1C(Cl)=C(c2ccccc2)C(=O)N1Nc1ccccc1. As a reaction SMILES: [CH:23]([Cl:24])([Cl:25])[Cl:26].[Cl:1][C:2]1=[C:6]([c:7]2[cH:8][cH:9][cH:10][cH:11][cH:12]2)[C:5](=[O:13])[O:4][C:3]1=[O:14].[c:15]1([NH:21][NH2:22])[cH:16][cH:17][cH:18][cH:19][cH:20]1>>[Cl:1][C:2]1=[C:6]([c:7]2[cH:8][cH:9][cH:10][cH:11][cH:12]2)[C:5](=[O:13])[N:22]([NH:21][c:15]2[cH:16][cH:17][cH:18][cH:19][cH:20]2)[C:3]1=[O:14].